This data is from the Open Reaction Database (ORD), a public repository of structured organic reaction records. The task is: describe an organic reaction: reactants, conditions, products, and yield The reactants are O=C([O-])[O-], NCCCCCC(=O)O, [Na+], [Na+], CN(C)C=O, O, O=C(OCC1c2ccccc2-c2ccccc21)ON1C(=O)CCC1=O. Product: O=C(O)CCCCCNC(=O)OCC1c2ccccc2-c2ccccc21. As a reaction SMILES: [C:35](=[O:36])([O-:37])[O-:38].[NH2:1][CH2:2][CH2:3][CH2:4][CH2:5][CH2:6][C:7]([OH:8])=[O:9].[Na+:39].[Na+:40].[O:41]=[CH:42][N:43]([CH3:44])[CH3:45].[OH2:46].[cH:10]1[cH:11][cH:12][cH:13][c:14]2[c:22]1[CH:21]([CH2:23][O:24][C:25](=[O:26])[O:27][N:28]1[C:29](=[O:30])[CH2:31][CH2:32][C:33]1=[O:34])[c:20]1[c:15]-2[cH:16][cH:17][cH:18][cH:19]1>>[NH:1]([CH2:2][CH2:3][CH2:4][CH2:5][CH2:6][C:7]([OH:8])=[O:9])[C:25]([O:24][CH2:23][CH:21]1[c:20]2[c:15]([cH:16][cH:17][cH:18][cH:19]2)-[c:14]2[cH:13][cH:12][cH:11][cH:10][c:22]21)=[O:26]. The reactants are BrC1=CC=C(C=C1)CCC(O)C (3-(4-Bromophenyl)-1-methyl-1-propanol), [Si](C)(C)(C(C)(C)C)Cl (t-butyldimethylsilyl chloride). Yields the product [Si](C)(C)(C(C)(C)C)OC(CCC1=CC=C(C=C1)Br)C (4-[3-(t-butyldimethylsilyloxy)-3-methylpropan-1-yl]-1-bromobenzene). The yield is 73.1%. RXN SMILES: [Br:1][C:2]1[CH:7]=[CH:6][C:5]([CH2:8][CH2:9][CH:10]([CH3:12])[OH:11])=[CH:4][CH:3]=1.[Si:13](Cl)([C:16]([CH3:19])([CH3:18])[CH3:17])([CH3:15])[CH3:14]>>[Si:13]([O:11][CH:10]([CH3:12])[CH2:9][CH2:8][C:5]1[CH:4]=[CH:3][C:2]([Br:1])=[CH:7][CH:6]=1)([C:16]([CH3:19])([CH3:18])[CH3:17])([CH3:15])[CH3:14]. Reported procedure: 3-(4-Bromophenyl)-1-methyl-1-propanol (2.186 g) and t-butyldimethylsilyl chloride (1.575 g) were treated in the same manner as in Example 163-1, to give 4-[3-(t-butyldimethylsilyloxy)-3-methylpropan-1-yl]-1-bromobenzene as a colorless oil (2.396 g). Subsequently, the resulting compound was treated with 7-(1-ethylpiperazin-4-yl)-5-bromofuro[2,3-c]pyridine (404 mg), in the same manner as in Example 167-2, to give the hydrochloride of the title compound as colorless crystals (recrystallized from et... Starting materials: BrCCCCCBr, O=C([O-])[O-], CN(C)C=O, [K+], [K+], Cc1ccccc1-c1nc2c3ccccc3ccn2c1N, O. Yields the product Cc1ccccc1-c1nc2c3ccccc3ccn2c1N1CCCCC1. As a reaction SMILES: [Br:28][CH2:29][CH2:30][CH2:31][CH2:32][CH2:33][Br:34].[C:22](=[O:23])([O-:24])[O-:25].[CH3:36][N:37]([CH3:38])[CH:39]=[O:40].[K+:26].[K+:27].[NH2:1][c:2]1[c:3](-[c:15]2[c:16]([CH3:21])[cH:17][cH:18][cH:19][cH:20]2)[n:4][c:5]2[n:6]1[cH:7][cH:8][c:9]1[cH:10][cH:11][cH:12][cH:13][c:14]21.[OH2:35]>>[N:1]1([c:2]2[c:3](-[c:15]3[c:16]([CH3:21])[cH:17][cH:18][cH:19][cH:20]3)[n:4][c:5]3[n:6]2[cH:7][cH:8][c:9]2[cH:10][cH:11][cH:12][cH:13][c:14]32)[CH2:29][CH2:30][CH2:31][CH2:32][CH2:33]1. Reactants: BrC=1C=C(C=NC1Cl)C(=O)O (5-bromo-6-chloro-3-pyridinecarboxylic acid), CC(CCO)C (3-methyl-butanol), ClC1=CC=C(C=C1)B(O)O ((4-chloro-phenyl)-boronic acid), Cl.N[C@H]1[C@@H](CCCC1)O ((1R,2R)-2-amino-cyclohexanol hydrochloride). Product: ClC1=CC=C(C=C1)C=1C(=NC=C(C(=O)N[C@H]2[C@@H](CCCC2)O)C1)OCCC(C)C (5-(4-chloro-phenyl)-N-((1R,2R)-2-hydroxy-cyclohexyl)-6-(3-methyl-butoxy)-nicotinamide). As a reaction SMILES: Br[C:2]1[CH:3]=[C:4]([C:9]([OH:11])=O)[CH:5]=[N:6][C:7]=1Cl.[Cl:12][C:13]1[CH:18]=[CH:17][C:16](B(O)O)=[CH:15][CH:14]=1.Cl.[NH2:23][C@@H:24]1[CH2:29][CH2:28][CH2:27][CH2:26][C@H:25]1[OH:30].[CH3:31][CH:32]([CH3:36])[CH2:33][CH2:34][OH:35]>>[Cl:12][C:13]1[CH:18]=[CH:17][C:16]([C:2]2[C:7]([O:35][CH2:34][CH2:33][CH:32]([CH3:36])[CH3:31])=[N:6][CH:5]=[C:4]([CH:3]=2)[C:9]([NH:23][C@@H:24]2[CH2:29][CH2:28][CH2:27][CH2:26][C@H:25]2[OH:30])=[O:11])=[CH:15][CH:14]=1 |f:2.3|. Procedure: The title compound was synthesized in analogy to Example 75, using 5-bromo-6-chloro-3-pyridinecarboxylic acid, 3-methyl-butanol, (4-chloro-phenyl)-boronic acid and (1R,2R)-2-amino-cyclohexanol hydrochloride as starting materials to yield 5-(4-chloro-phenyl)-N-((1R,2R)-2-hydroxy-cyclohexyl)-6-(3-methyl-butoxy)-nicotinamide. MS (ISP) 417.5 (M+H)+. Starting materials: COc1cc(C(F)(F)F)cc(OC)c1C(=O)Cl, ClCCl, CC(C)(N)CO, O. Product: COc1cc(C(F)(F)F)cc(OC)c1C(=O)NC(C)(C)CO. RXN SMILES: [CH3:7][O:8][c:9]1[c:10]([C:11](=[O:12])[Cl:13])[c:14]([O:22][CH3:23])[cH:15][c:16]([C:18]([F:19])([F:20])[F:21])[cH:17]1.[Cl:25][CH2:26][Cl:27].[NH2:1][C:2]([CH2:3][OH:4])([CH3:5])[CH3:6].[OH2:24]>>[NH:1]([C:2]([CH2:3][OH:4])([CH3:5])[CH3:6])[C:11]([c:10]1[c:9]([O:8][CH3:7])[cH:17][c:16]([C:18]([F:19])([F:20])[F:21])[cH:15][c:14]1[O:22][CH3:23])=[O:12]. The reactants are Cl (HCl), CC1(O[C@@H]2[C@H](O1)[C@H](C[C@H]2N2C=CC1=C2N=CN=C1N)CN(CC1CC(C1)CC1=NC2=C(N1COCC[Si](C)(C)C)C=CC(=C2)C(F)(F)F)C)C (7-[(3aS,4R,6R,6aR)-2,2-dimethyl-6-({methyl[(3-{[5-(trifluoromethyl)-1-{[2-(trimethylsilyl)ethoxy]methyl}-1H-1,3-benzodiazol-2-yl]methyl}cyclobutyl)methyl]amino}methyl)-hexahydro cyclopenta[d][1,3]dioxol-4-yl]-7H-pyrrolo[2,3-d]pyrimidin-4-amine), Cl (HCl), acetal. Run in CO (MeOH). Run at time 1 hour. The product is NC=1C2=C(N=CN1)N(C=C2)[C@H]2[C@@H]([C@@H]([C@H](C2)CN(CC2CC(C2)CC2=NC1=C(N2)C=CC(=C1)C(F)(F)F)C)O)O ((1R,2S,3R,5R)-3-{4-amino-7H-pyrrolo[2,3-d]pyrimidin-7-yl}-5-({methyl[(3-{[5-(trifluoromethyl)-1H-1,3-benzodiazol-2-yl]methyl}cyclo butyl)methyl]amino}methyl)cyclopentane-1,2-diol). RXN SMILES: Cl.CC1(C)[O:7][C@@H:6]2[C@@H:8]([CH2:21][N:22]([CH3:50])[CH2:23][CH:24]3[CH2:27][CH:26]([CH2:28][C:29]4[N:33](COCC[Si](C)(C)C)[C:32]5[CH:42]=[CH:43][C:44]([C:46]([F:49])([F:48])[F:47])=[CH:45][C:31]=5[N:30]=4)[CH2:25]3)[CH2:9][C@@H:10]([N:11]3[C:15]4[N:16]=[CH:17][N:18]=[C:19]([NH2:20])[C:14]=4[CH:13]=[CH:12]3)[C@@H:5]2[O:4]1>CO>[NH2:20][C:19]1[C:14]2[CH:13]=[CH:12][N:11]([C@@H:10]3[CH2:9][C@H:8]([CH2:21][N:22]([CH3:50])[CH2:23][CH:24]4[CH2:27][CH:26]([CH2:28][C:29]5[NH:33][C:32]6[CH:42]=[CH:43][C:44]([C:46]([F:49])([F:48])[F:47])=[CH:45][C:31]=6[N:30]=5)[CH2:25]4)[C@@H:6]([OH:7])[C@H:5]3[OH:4])[C:15]=2[N:16]=[CH:17][N:18]=1. Procedure details: A solution of HCl in MeOH (1:1, 3 ml) was added to 7-[(3aS,4R,6R,6aR)-2,2-dimethyl-6-({methyl[(3-{[5-(trifluoromethyl)-1-{[2-(trimethylsilyl)ethoxy]methyl}-1H-1,3-benzodiazol-2-yl]methyl}cyclobutyl)methyl]amino}methyl)-hexahydro cyclopenta[d][1,3]dioxol-4-yl]-7H-pyrrolo[2,3-d]pyrimidin-4-amine at 0° C. and stirred. This was then immediately stirred at 40° C. for 4 h (reaction monitored by LCMS) The reaction was continued for a further 1 h. LCMS still showed 30% acetal deprotected SM. A further 1...